From a dataset of the Open Reaction Database (ORD), a public repository of structured organic reaction records. describe an organic reaction: reactants, conditions, products, and yield Starting materials: CCCCCC, COCCOC, CC(C)c1cc(C(=O)CCl)cc(C(C)C)c1O, [I-], [Na+]. Yields the product CC(C)c1cc(C(=O)CI)cc(C(C)C)c1O. Reaction SMILES: [CH3:20][CH2:21][CH2:22][CH2:23][CH2:24][CH3:25].[CH3:26][O:27][CH2:28][CH2:29][O:30][CH3:31].[Cl:1][CH2:2][C:3](=[O:4])[c:5]1[cH:6][c:7]([CH:15]([CH3:16])[CH3:17])[c:8]([OH:14])[c:9]([CH:11]([CH3:12])[CH3:13])[cH:10]1.[I-:19].[Na+:18]>>[CH2:2]([C:3](=[O:4])[c:5]1[cH:6][c:7]([CH:15]([CH3:16])[CH3:17])[c:8]([OH:14])[c:9]([CH:11]([CH3:12])[CH3:13])[cH:10]1)[I:19]. The reactants are C(=O)(N1C=NC=C1)N1C=NC=C1 (carbonyldiimidazole), C(#N)C1=CC=C(C=C1)C1=CC=C(C=C1)OCCCCCC(=O)OCC (4-Cyano-4'-(5-ethoxycarbonylpentyloxy)biphenyl), N1CC(CCC1)C(=O)OCC (ethyl piperidine-3-carboxylate). Run in O1CCCC1 (tetrahydrofuran). Reaction conditions: time 0.5 hour. The product is C(#N)C1=CC=C(C=C1)C1=CC=C(C=C1)OCC(=O)N1CC(CCC1)C(=O)OCC (4-Cyano-4'-[[(3-ethoxycarbonylpiperidino)carbonyl]methyloxy]biphenyl). As a reaction SMILES: C(N1C=CN=C1)(N1C=CN=C1)=[O:2].[C:13]([C:15]1[CH:20]=[CH:19][C:18]([C:21]2[CH:26]=[CH:25][C:24]([O:27][CH2:28][CH2:29]CCCC(OCC)=O)=[CH:23][CH:22]=2)=[CH:17][CH:16]=1)#[N:14].[NH:38]1[CH2:43][CH2:42][CH2:41][CH:40]([C:44]([O:46][CH2:47][CH3:48])=[O:45])[CH2:39]1>O1CCCC1>[C:13]([C:15]1[CH:16]=[CH:17][C:18]([C:21]2[CH:22]=[CH:23][C:24]([O:27][CH2:28][C:29]([N:38]3[CH2:43][CH2:42][CH2:41][CH:40]([C:44]([O:46][CH2:47][CH3:48])=[O:45])[CH2:39]3)=[O:2])=[CH:25][CH:26]=2)=[CH:19][CH:20]=1)#[N:14]. Procedure details: 5.35 g of carbonyldiimidazole are added to a solution of 7.6 g of 4-(carboxymethyloxy)-4'-cyanobiphenyl (prepared from 4-cyano-4'-hydroxy-biphenyl and tert.butyl bromoacetate according to Example 13, but with potassium tert.butoxide as base, and subsequent ester cleaving with trifluoroacetic acid) in 30 ml of tetrahydrofuran and the resulting mixture is stirred for 0.5 hours at ambient temperature. 5.1 ml of ethyl piperidine-3-carboxylate are added and the mixture is stirred for 22 hours at ambi... Reactants: C1CCOC1, COCCOCOc1ccc(-c2cc3c(ncn3C)c(C#N)n2)cc1C(F)(F)F, [Cl-], Cl, [Na+]. Product: Cn1cnc2c(C#N)nc(-c3ccc(O)c(C(F)(F)F)c3)cc21. Reaction SMILES: [CH2:33]1[O:34][CH2:35][CH2:36][CH2:37]1.[CH3:1][O:2][CH2:3][CH2:4][O:5][CH2:6][O:7][c:8]1[c:9]([C:26]([F:27])([F:28])[F:29])[cH:10][c:11](-[c:14]2[cH:15][c:16]3[c:17]([c:18]([C:20]#[N:21])[n:19]2)[n:22][cH:23][n:24]3[CH3:25])[cH:12][cH:13]1.[Cl-:32].[ClH:30].[Na+:31]>>[OH:7][c:8]1[c:9]([C:26]([F:27])([F:28])[F:29])[cH:10][c:11](-[c:14]2[cH:15][c:16]3[c:17]([c:18]([C:20]#[N:21])[n:19]2)[n:22][cH:23][n:24]3[CH3:25])[cH:12][cH:13]1. Reactants: C(=O)C=1SC=CC1B(O)O (2-formylthiophene-3-boronic acid), BrC1=NC(=CC=C1)OC (2-bromo-6-methoxypyridine), C([O-])([O-])=O.[Na+].[Na+] (sodium carbonate), [Na+].[Cl-] (NaCl). Reagents/catalysts: C1=CC=C(C=C1)P([C-]2C=CC=C2)C3=CC=CC=C3.C1=CC=C(C=C1)P([C-]2C=CC=C2)C3=CC=CC=C3.Cl[Pd]Cl.[Fe+2] (Pd(dppf)Cl2). Solvent: CCO (EtOH), C1(=CC=CC=C1)C (toluene). Reaction conditions: temperature 90 celsius, time 8 hour. The product is COC1=CC=CC(=N1)C1=C(SC=C1)C=O (3-(6-methoxypyridin-2-yl)thiophene-2-carbaldehyde). Reaction SMILES: [CH:1]([C:3]1[S:4][CH:5]=[CH:6][C:7]=1B(O)O)=[O:2].Br[C:12]1[CH:17]=[CH:16][CH:15]=[C:14]([O:18][CH3:19])[N:13]=1.C(=O)([O-])[O-].[Na+].[Na+].[Na+].[Cl-]>C1C=CC(P(C2C=CC=CC=2)[C-]2C=CC=C2)=CC=1.C1C=CC(P(C2C=CC=CC=2)[C-]2C=CC=C2)=CC=1.Cl[Pd]Cl.[Fe+2].CCO.C1(C)C=CC=CC=1>[CH3:19][O:18][C:14]1[N:13]=[C:12]([C:7]2[CH:6]=[CH:5][S:4][C:3]=2[CH:1]=[O:2])[CH:17]=[CH:16][CH:15]=1 |f:2.3.4,5.6,7.8.9.10|. Procedure details: To a 500 mL flask was added 2-formylthiophene-3-boronic acid (30A, 5.00 g, 32.1 mmol, 1.0 eq.), 2-bromo-6-methoxypyridine (30B, 6.03 g, 32.1 mmol, 1.0 eq.), toluene (100 mL), EtOH (100 mL), aqueous sodium carbonate (2N, 32 ml, 64 mmol, 2.0 eq.), and Pd(dppf)Cl2 (1.17 g, 1.6 mmol, 0.05 eq.). The reaction was stirred overnight at 90° C. The reaction was cooled and saturated aqueous NaCl (100 mL) was added and the mixture was stirred for 20 min. The reaction mixture was extracted with EtOAc (2×100 ... The reactants are C1=CN(C=N1)C(=S)N2C=CN=C2 (N,N′-thiocarbonyldiimidazole), NC=1C(N(N=CC1N)CC1=CC=CC2=CC=CC=C12)=O (4,5-diamino-2-naphthalen-1-ylmethyl-2H-pyridazin-3-one). The solvent is O1CCCC1 (tetrahydrofuran). Run at time 8 hour. Product: SC=1NC2=C(C=NN(C2=O)CC2=CC=CC3=CC=CC=C23)N1 (2-mercapto-5-(naphthalen-1-ylmethyl)-3,5-dihydro-imidazo[4,5-d]pyridazin-4-one). As a reaction SMILES: C1N=CN([C:6](N2C=NC=C2)=[S:7])C=1.[NH2:13][C:14]1[C:15](=[O:32])[N:16]([CH2:21][C:22]2[C:31]3[C:26](=[CH:27][CH:28]=[CH:29][CH:30]=3)[CH:25]=[CH:24][CH:23]=2)[N:17]=[CH:18][C:19]=1[NH2:20]>O1CCCC1>[SH:7][C:6]1[NH:13][C:14]2[C:15](=[O:32])[N:16]([CH2:21][C:22]3[C:31]4[C:26](=[CH:27][CH:28]=[CH:29][CH:30]=4)[CH:25]=[CH:24][CH:23]=3)[N:17]=[CH:18][C:19]=2[N:20]=1. Reported procedure: 4.99 g (28.0 mmol) of N,N′-thiocarbonyldiimidazole were added to a solution of 4.4 g (16.5 mmol) of 4,5-diamino-2-naphthalen-1-ylmethyl-2H-pyridazin-3-one in 100 ml of tetrahydrofuran and stirred overnight at ambient temperature. Then the mixture was concentrated by evaporation in vacuo, the residue was combined with approx. 30 ml of water, made weakly acidic with hydrochloric acid, the product precipitated was suction filtered, washed with water and dried. Reactants: CCO, ClCc1nc2ccccc2[nH]1, [Na+], [OH-], O, Sc1ncccn1. Yields the product c1cnc(SCc2nc3ccccc3[nH]2)nc1. As a reaction SMILES: [CH3:21][CH2:22][OH:23].[Cl:1][CH2:2][c:3]1[nH:4][c:5]2[c:6]([n:7]1)[cH:8][cH:9][cH:10][cH:11]2.[Na+:20].[OH-:19].[OH2:24].[SH:12][c:13]1[n:14][cH:15][cH:16][cH:17][n:18]1>>[CH2:2]([c:3]1[nH:4][c:5]2[c:6]([n:7]1)[cH:8][cH:9][cH:10][cH:11]2)[S:12][c:13]1[n:14][cH:15][cH:16][cH:17][n:18]1.